This data is from the Open Reaction Database (ORD), a public repository of structured organic reaction records. The task is: describe an organic reaction: reactants, conditions, products, and yield The reactants are ClC1=C2C(=NC=C1)NC=C2 (4-chloro-1H-pyrrolo[2,3-b]pyridine), FC=1C=C(N)C=CC1O (3-fluoro-4-hydroxyaniline), [OH-].[K+] (potassium hydroxide), FC=1C=C(N)C=CC1O (3-fluoro-4-hydroxyaniline), [OH-].[K+] (potassium hydroxide). The solvent is O (water). Yields the product FC=1C=C(N)C=CC1OC1=C2C(=NC=C1)NC=C2 (3-Fluoro-4-(1H-pyrrolo[2,3-b]pyridin-4-yloxy)aniline). As a reaction SMILES: Cl[C:2]1[CH:7]=[CH:6][N:5]=[C:4]2[NH:8][CH:9]=[CH:10][C:3]=12.[F:11][C:12]1[CH:13]=[C:14]([CH:16]=[CH:17][C:18]=1[OH:19])[NH2:15].[OH-].[K+]>O>[F:11][C:12]1[CH:13]=[C:14]([CH:16]=[CH:17][C:18]=1[O:19][C:2]1[CH:7]=[CH:6][N:5]=[C:4]2[NH:8][CH:9]=[CH:10][C:3]=12)[NH2:15] |f:2.3|. Reported procedure: 543 mg (3.56 mmol) of 4-chloro-1H-pyrrolo[2,3-b]pyridine (from example XVIII, 905 mg (7.12 mmol) of 3-fluoro-4-hydroxyaniline and 399 mg (7.12 mmol) of powdered potassium hydroxide are heated at 260° C. for 8 hours. Another 905 mg (7.12 mmol) of 3-fluoro-4-hydroxyaniline and 200 mg (3.56 mmol) of powdered potassium hydroxide are added, and the mixture is reacted at 260° C. for another 8 h. For work-up, the mixture is cooled to room temperature, diluted with water and extracted three times with e...